From a dataset of the Open Reaction Database (ORD), a public repository of structured organic reaction records. describe an organic reaction: reactants, conditions, products, and yield Reactants: C(C)OC(CC1=C(NC2=CC=C(C=C12)OC)CC)=O (2-Ethyl-5-methoxy-1H-indole-3-acetic acid ethyl ester), [H-].[Na+] (NaH), ClC=1C=C(CCl)C=CC1 (3-chlorobenzyl chloride). Solvent: O (water). Reaction conditions: time 0.5 hour. The product is C(C)OC(CC1=C(N(C2=CC=C(C=C12)OC)CC1=CC(=CC=C1)Cl)CC)=O (1-[(3-chlorophenyl)methyl]-2-ethyl-5-methoxy-1H-indole-3-acetic acid ethyl ester). Isolated yield 74.6%. As a reaction SMILES: [CH2:1]([O:3][C:4](=[O:19])[CH2:5][C:6]1[C:14]2[C:9](=[CH:10][CH:11]=[C:12]([O:15][CH3:16])[CH:13]=2)[NH:8][C:7]=1[CH2:17][CH3:18])[CH3:2].[H-].[Na+].[Cl:22][C:23]1[CH:24]=[C:25]([CH:28]=[CH:29][CH:30]=1)[CH2:26]Cl>O>[CH2:1]([O:3][C:4](=[O:19])[CH2:5][C:6]1[C:14]2[C:9](=[CH:10][CH:11]=[C:12]([O:15][CH3:16])[CH:13]=2)[N:8]([CH2:26][C:25]2[CH:28]=[CH:29][CH:30]=[C:23]([Cl:22])[CH:24]=2)[C:7]=1[CH2:17][CH3:18])[CH3:2] |f:1.2|. Procedure: 2-Ethyl-5-methoxy-1H-indole-3-acetic acid ethyl ester (1.82 g, 7.4 mmol) was added to 296 mg (7.4 mmol) of NaH/mineral oil (previously washed with hexane), the mixture stirred for 0.5 hours and 0.93 mL (7.4 mmol) of 3-chlorobenzyl chloride added. After 21 hours, water was added and the mixture extracted with ethyl acetate. The ethyl acetate was washed with brine, dried (MgSO4) and concentrated at reduced pressure. The residue was chromatographed on silica gel eluting with 20% EtOAc/hexane to giv... Reactants: [BH4-], CO, COC(=O)CCN1CCc2cc(SC#N)ccc21, [Na+]. Yields the product COC(=O)CCN1CCc2cc(S)ccc21. As a reaction SMILES: [BH4-:1].[CH3:21][OH:22].[CH3:3][O:4][C:5]([CH2:6][CH2:7][N:8]1[CH2:9][CH2:10][c:11]2[cH:12][c:13]([S:17][C:18]#[N:19])[cH:14][cH:15][c:16]21)=[O:20].[Na+:2]>>[CH3:3][O:4][C:5]([CH2:6][CH2:7][N:8]1[CH2:9][CH2:10][c:11]2[cH:12][c:13]([SH:17])[cH:14][cH:15][c:16]21)=[O:20]. Starting materials: Cl, C1CCOC1, c1ccc(C(c2ccccc2)(c2ccccc2)n2cnc(-c3ccccn3)c2)cc1. Yields the product c1ccc(-c2c[nH]cn2)nc1. Reaction SMILES: [ClH:31].[O:32]1[CH2:33][CH2:34][CH2:35][CH2:36]1.[n:1]1[c:2](-[c:7]2[n:8][cH:9][n:10]([C:12]([c:13]3[cH:14][cH:15][cH:16][cH:17][cH:18]3)([c:19]3[cH:20][cH:21][cH:22][cH:23][cH:24]3)[c:25]3[cH:26][cH:27][cH:28][cH:29][cH:30]3)[cH:11]2)[cH:3][cH:4][cH:5][cH:6]1>>[n:1]1[c:2](-[c:7]2[n:8][cH:9][nH:10][cH:11]2)[cH:3][cH:4][cH:5][cH:6]1. The reactants are OCC=1N=C(OC1)\C=C\C1=CC=C(C=C1)C(F)(F)F (4-(hydroxymethyl)-2-[(E)-2-[4-(trifluoromethyl)phenyl]ethenyl]-1,3-oxazole), C(C)(C)N(CC)C(C)C (diisopropylethylamine), N1(N=NC=C1)CCCCC1=CC=C(C=C1)O (4-[4-(1H-1,2,3-Triazol-1-yl)butyl]phenol), [OH-].[Na+] (sodium hydroxide), CS(=O)(=O)Cl (Methanesulfonyl chloride). The reagents and catalysts are [Br-].C(CCC)[N+](CCCC)(CCCC)CCCC (tetra(n-butyl)ammonium bromide). Solvent: O1CCCC1 (THF). Run at time 1 hour. Yields the product FC(C1=CC=C(C=C1)/C=C/C=1OC=C(N1)COC1=CC=C(C=C1)CCCCN1N=NC=C1)(F)F (1-[4-[4-[[2-[(E)-2-[4-(trifluoromethyl)phenyl]ethenyl]-1,3-oxazol-4-yl]methoxy]phenyl]butyl]-1H-1,2,3-triazole). The yield is 92.7%. As a reaction SMILES: [OH:1][CH2:2][C:3]1[N:4]=[C:5](/[CH:8]=[CH:9]/[C:10]2[CH:15]=[CH:14][C:13]([C:16]([F:19])([F:18])[F:17])=[CH:12][CH:11]=2)[O:6][CH:7]=1.C(N(C(C)C)CC)(C)C.CS(Cl)(=O)=O.[N:34]1([CH2:39][CH2:40][CH2:41][CH2:42][C:43]2[CH:48]=[CH:47][C:46](O)=[CH:45][CH:44]=2)[CH:38]=[CH:37][N:36]=[N:35]1.[OH-].[Na+]>[Br-].C([N+](CCCC)(CCCC)CCCC)CCC.O1CCCC1>[F:17][C:16]([F:19])([F:18])[C:13]1[CH:14]=[CH:15][C:10](/[CH:9]=[CH:8]/[C:5]2[O:6][CH:7]=[C:3]([CH2:2][O:1][C:46]3[CH:45]=[CH:44][C:43]([CH2:42][CH2:41][CH2:40][CH2:39][N:34]4[CH:38]=[CH:37][N:36]=[N:35]4)=[CH:48][CH:47]=3)[N:4]=2)=[CH:11][CH:12]=1 |f:4.5,6.7|. Procedure: The obtained 4-(hydroxymethyl)-2-[(E)-2-[4-(trifluoromethyl)phenyl]ethenyl]-1,3-oxazole (1.00 g, 3.71 mmol) and diisopropylethylamine (0.95 mL, 5.44 mmol) were added to THF (tetrahydrofuran) (15 ml). Methanesulfonyl chloride (0.45 mL, 5.81 mmol) was added dropwise under ice-cooling. The mixture was stirred at the same temperature for 1 hour. 4-[4-(1H-1,2,3-Triazol-1-yl)butyl]phenol (900 mg, 4.14 mmol) and tetra(n-butyl)ammonium bromide (60 mg, 0.19 mmol) were added at the same temperature. A 2N ...